This data is from the Open Reaction Database (ORD), a public repository of structured organic reaction records. The task is: describe an organic reaction: reactants, conditions, products, and yield Reactants: Cc1ccccc1, C1CCC(P(C2CCCCC2)C2CCCCC2)CC1, ClCCl, OB(O)c1ccc(C(F)(F)F)cc1, O=c1cc(I)cn[nH]1, CC(=O)[O-], CC(=O)[O-], O, [Pd+2]. The product is O=c1cc(-c2ccc(C(F)(F)F)cc2)cn[nH]1. As a reaction SMILES: [CH3:41][c:42]1[cH:43][cH:44][cH:45][cH:46][cH:47]1.[CH:1]1([P:2]([CH:3]2[CH2:4][CH2:5][CH2:6][CH2:7][CH2:8]2)[CH:9]2[CH2:10][CH2:11][CH2:12][CH2:13][CH2:14]2)[CH2:15][CH2:16][CH2:17][CH2:18][CH2:19]1.[Cl:49][CH2:50][Cl:51].[F:28][C:29]([c:30]1[cH:31][cH:32][c:33]([B:36]([OH:37])[OH:38])[cH:34][cH:35]1)([F:39])[F:40].[I:20][c:21]1[cH:22][c:23](=[O:27])[nH:24][n:25][cH:26]1.[O-:53][C:54]([CH3:55])=[O:56].[O-:57][C:58]([CH3:59])=[O:60].[OH2:48].[Pd+2:52]>>[c:21]1(-[c:33]2[cH:32][cH:31][c:30]([C:29]([F:28])([F:39])[F:40])[cH:35][cH:34]2)[cH:22][c:23](=[O:27])[nH:24][n:25][cH:26]1. The reactants are COC(=O)CC1Cc2ccc(OCCc3csc(N)n3)cc2CN(C)C1=O, O. Product: CN1Cc2cc(OCCc3csc(N)n3)ccc2CC(CC(=O)O)C1=O. As a reaction SMILES: [NH2:1][c:2]1[s:3][cH:4][c:5]([CH2:7][CH2:8][O:9][c:10]2[cH:11][c:12]3[c:13]([cH:26][cH:27]2)[CH2:14][CH:15]([CH2:21][C:22](=[O:23])[O:24][CH3:25])[C:16](=[O:20])[N:17]([CH3:19])[CH2:18]3)[n:6]1.[OH2:28]>>[NH2:1][c:2]1[s:3][cH:4][c:5]([CH2:7][CH2:8][O:9][c:10]2[cH:11][c:12]3[c:13]([cH:26][cH:27]2)[CH2:14][CH:15]([CH2:21][C:22](=[O:23])[OH:24])[C:16](=[O:20])[N:17]([CH3:19])[CH2:18]3)[n:6]1. Starting materials: COC(=O)C1=CC2=C(N=C(N2)C2=C(C=CC=C2Cl)Cl)C=C1 (2-(2,6-Dichloro-phenyl)-3H-benzoimidazole-5-carboxylic acid methyl ester), [OH-].[Na+] (NaOH), [OH-].[Na+] (NaOH). Solvent: CO (MeOH). Reaction conditions: time 24 hour. Product: ClC1=C(C(=CC=C1)Cl)C=1NC2=C(N1)C=CC(=C2)C(=O)O (2-(2,6-Dichloro-phenyl)-3H-benzoimidazole-5-carboxylic acid). Reaction SMILES: C[O:2][C:3]([C:5]1[CH:21]=[CH:20][C:8]2[N:9]=[C:10]([C:12]3[C:17]([Cl:18])=[CH:16][CH:15]=[CH:14][C:13]=3[Cl:19])[NH:11][C:7]=2[CH:6]=1)=[O:4].[OH-].[Na+]>CO>[Cl:19][C:13]1[CH:14]=[CH:15][CH:16]=[C:17]([Cl:18])[C:12]=1[C:10]1[NH:11][C:7]2[CH:6]=[C:5]([C:3]([OH:4])=[O:2])[CH:21]=[CH:20][C:8]=2[N:9]=1 |f:1.2|. Procedure details: Take 2-(2,6-Dichloro-phenyl)-3H-benzoimidazole-5-carboxylic acid methyl ester (1.00 g, 3.11 mmol) up in MeOH (6 mL) and 1 N NaOH (6 mL) and stir for 24 hr. Add additional 1 N NaOH (6 mL) and stir for an additional 30 hr. Concentrate under reduced pressure. Neutralize the concentrate at 0° C. by the dropwise addition of 1 N HCl (12 mL). Collect the resulting precipitate and wash with water followed by Et2O. Dry the solid in a vac oven to afford the desired acid as a tan solid: 1H NMR (400 MHz, DM... Starting materials: CC=1C=NC=CC1 (3-methylpyridine), C(C)(=O)O (acetic acid). Reagents/catalysts: [Br-].C(CC)[N+](CCC)(CCC)CCC (tetrapropylammonium bromide), C(C)(=O)[O-].[Co+2].C(C)(=O)[O-] (cobalt acetate), C(C)(=O)[O-].[Mn+2].C(C)(=O)[O-] (manganese acetate). The solvent is O (water). The product is 21.7, C(C1=CN=CC=C1)(=O)O (nicotinic acid). As a reaction SMILES: [CH3:1][C:2]1[CH:3]=[N:4][CH:5]=CC=1.[C:8]([OH:11])(=[O:10])[CH3:9]>[Br-].C([N+](CCC)(CCC)CCC)CC.C([O-])(=O)C.[Co+2].C([O-])(=O)C.C([O-])(=O)C.[Mn+2].C([O-])(=O)C.O>[C:8]([OH:11])(=[O:10])[C:9]1[CH:1]=[CH:2][CH:3]=[N:4][CH:5]=1 |f:2.3,4.5.6,7.8.9|. Reported procedure: The same autoclave as that used in Example 1 was charged with 25 parts by weight of 3-methylpyridine, 0.38 part by weight of cobalt acetate, 0.27 part by weight of manganese acetate, 1 part by weight of tetrapropylammonium bromide and 150 parts by weight of acetic acid having a 5 wt % water content, and the mixture was allowed to react in the same manner as in Example 1 to give 21.7 parts by weight of a crude nicotinic acid crystal. The conversion of the 3-methylpyridine was 93.7 mol %, the sele... Starting materials: C1=CC(=CC=C1C(=C2C=CC(=N)C=C2)C=3C=CC(=CC3)N)N.[N+](=O)([O-])[O-] (pararosaniline nitrate), [OH-].[Na+] (sodium hydroxide), [N+](=O)([O-])[O-].[Na+] (sodium nitrate), C1=CC(=N)C=CC1=C(C2=CC=C(C=C2)N)C3=CC=C(C=C3)N.Cl (pararosaniline hydrochloride). The solvent is NC1=CC=CC=C1 (aniline). Product: C1=CC(=CC=C1C(=C2C=CC(=N)C=C2)C=3C=CC(=CC3)N)N.CO (pararosaniline carbinol). RXN SMILES: [N+]([O-])([O-])=O.[Na+].[CH:6]1[C:12](=[C:13]([C:21]2[CH:26]=[CH:25][C:24]([NH2:27])=[CH:23][CH:22]=2)[C:14]2[CH:19]=[CH:18][C:17]([NH2:20])=[CH:16][CH:15]=2)[CH:11]=[CH:10][C:8](=[NH:9])[CH:7]=1.Cl.[CH:29]1C(C(C2C=CC(N)=CC=2)=C2C=CC(=N)C=C2)=CC=C(N)C=1.[N+]([O-])([O-])=O.[OH-:55].[Na+]>NC1C=CC=CC=1>[CH:6]1[C:12]([C:13]([C:14]2[CH:19]=[CH:18][C:17]([NH2:20])=[CH:16][CH:15]=2)=[C:21]2[CH:22]=[CH:23][C:24](=[NH:27])[CH:25]=[CH:26]2)=[CH:11][CH:10]=[C:8]([NH2:9])[CH:7]=1.[CH3:29][OH:55] |f:0.1,2.3,4.5,6.7,9.10|. Procedure details: From an alkali blue process stream is isolated 274 g of crude pararosaniline nitrate, formed by adding concentrated aqueous sodium nitrate to the pararosaniline hydrochloride reaction mixture. The pararosaniline nitrate is dissolved in 650 g aniline at 80° C. to which 54 g of 50 percent aqueous sodium hydroxide is slowly added to bring the pH to 11.5 to 12.5. The aqueous layer is allowed to separate, is drawn off, and the organic layer allowed to cool. Crystals of pararosaniline carbinol base ar... RXN SMILES: [Br:1][c:2]1[c:3]2[cH:4][cH:5][n:6][c:7]([O:14][CH:15]3[CH2:16][N:17]4[C:18](=[O:44])[N:19]([CH3:43])[CH2:20][CH2:21][CH2:22][CH2:23][CH:24]=[CH:25][CH:26]5[CH2:27][C:28]5([C:34](=[O:35])[NH:36][S:37](=[O:38])(=[O:39])[CH:40]5[CH2:41][CH2:42]5)[NH:29][C:30](=[O:33])[CH:31]4[CH2:32]3)[c:8]2[cH:9][cH:10][c:11]1[O:12][CH3:13].[CH3:45][O:46][c:47]1[cH:48][cH:49][c:50]([B:53]([OH:54])[OH:55])[cH:51][cH:52]1.[CH3:56][c:57]1[cH:58][cH:59][n:60][cH:61][c:62]1-[c:63]1[c:64]([O:65][CH3:66])[cH:67][cH:68][c:69]2[c:70]1[cH:71][cH:72][n:73][c:74]2[O:75][CH:76]1[CH2:77][CH:78]2[N:79]([C:80](=[O:81])[N:82]([CH3:83])[CH2:84][CH2:85][CH2:86][CH2:87][CH:88]=[CH:89][CH:90]3[C:91]([C:92]([NH:93][S:94]([CH:95]4[CH2:96][CH2:97]4)(=[O:98])=[O:99])=[O:100])([NH:101][C:102]2=[O:103])[CH2:104]3)[CH2:105]1>>[c:2]1(-[c:50]2[cH:49][cH:48][c:47]([O:46][CH3:45])[cH:52][cH:51]2)[c:3]2[cH:4][cH:5][n:6][c:7]([O:14][CH:15]3[CH2:16][N:17]4[C:18](=[O:44])[N:19]([CH3:43])[CH2:20][CH2:21][CH2:22][CH2:23][CH:24]=[CH:25][CH:26]5[CH2:27][C:28]5([C:34](=[O:35])[NH:36][S:37](=[O:38])(=[O:39])[CH:40]5[CH2:41][CH2:42]5)[NH:29][C:30](=[O:33])[CH:31]4[CH2:32]3)[c:8]2[cH:9][cH:10][c:11]1[O:12][CH3:13]. Reactants: COc1ccc2c(OC3CC4C(=O)NC5(C(=O)NS(=O)(=O)C6CC6)CC5C=CCCCCN(C)C(=O)N4C3)nccc2c1Br, COc1ccc(B(O)O)cc1, COc1ccc2c(OC3CC4C(=O)NC5(C(=O)NS(=O)(=O)C6CC6)CC5C=CCCCCN(C)C(=O)N4C3)nccc2c1-c1cnccc1C. Yields the product COc1ccc(-c2c(OC)ccc3c(OC4CC5C(=O)NC6(C(=O)NS(=O)(=O)C7CC7)CC6C=CCCCCN(C)C(=O)N5C4)nccc23)cc1. Reactants: BrC1=CC2=C(N(C(C3=CN=CC=C23)=O)C)C=C1OC[C@H](CC(C)C)NC(OC(C)(C)C)=O ((S)-tert-butyl (1-((9-bromo-6-methyl-5-oxo-5,6-dihydrobenzo[c][2,7]naphthyridin-8-yl)oxy)-4-methylpentan-2-yl)carbamate), solution, Cl (HCl), O1CCOCC1 (1,4-dioxane). Run in CO (methanol). Run at time 2 hour. Product: N[C@H](COC=1C(=CC2=C(N(C(C3=CN=CC=C23)=O)C)C1)Br)CC(C)C ((S)-8-((2-amino-4-methylpentyl)oxy)-9-bromo-6-methylbenzo[c][2,7]naphthyridin-5(6H)-one). Isolated yield 3.1%. As a reaction SMILES: [Br:1][C:2]1[C:17]([O:18][CH2:19][C@@H:20]([NH:25]C(=O)OC(C)(C)C)[CH2:21][CH:22]([CH3:24])[CH3:23])=[CH:16][C:5]2[N:6]([CH3:15])[C:7](=[O:14])[C:8]3[C:13]([C:4]=2[CH:3]=1)=[CH:12][CH:11]=[N:10][CH:9]=3.Cl.O1CCOCC1>CO>[NH2:25][C@@H:20]([CH2:21][CH:22]([CH3:24])[CH3:23])[CH2:19][O:18][C:17]1[C:2]([Br:1])=[CH:3][C:4]2[C:13]3[C:8](=[CH:9][N:10]=[CH:11][CH:12]=3)[C:7](=[O:14])[N:6]([CH3:15])[C:5]=2[CH:16]=1. Reported procedure: To a solution of (S)-tert-butyl (1-((9-bromo-6-methyl-5-oxo-5,6-dihydrobenzo[c][2,7]naphthyridin-8-yl)oxy)-4-methylpentan-2-yl)carbamate (80 mg, 1.586 mmol) in anhydrous methanol (5 mL) was added a 4 M solution of HCl in 1,4-dioxane (2 mL, 8 mmol) dropwise at 0° C. The reaction mixture was warmed to room temperature and stirred for 2 h. The mixture was then was concentrated under reduced pressure to afford crude product which was purified by preparative HPLC (10 mM ammonium acetate in water; ace...